From a dataset of the Open Reaction Database (ORD), a public repository of structured organic reaction records. describe an organic reaction: reactants, conditions, products, and yield Starting materials: COC1=CC=CC(=N1)CC1C(NCC(N1)=O)=O (3-((6-methoxy-2-pyridinyl)methyl)-2,5-piperazinedione), CSC.B (borane methyl sulfide), C1CCOC1 (THF), [OH-].[Na+] (NaOH). Run in CO (MeOH). Conditions: temperature 70 celsius, time 2 hour. The product is COC1=CC=CC(=N1)CC1NCCNC1 (2-((6-methoxy-2-pyridinyl)methyl)piperazine). As a reaction SMILES: [CH3:1][O:2][C:3]1[N:8]=[C:7]([CH2:9][CH:10]2[NH:15][C:14](=O)[CH2:13][NH:12][C:11]2=O)[CH:6]=[CH:5][CH:4]=1.CSC.B.C1COCC1.[OH-].[Na+]>CO>[CH3:1][O:2][C:3]1[N:8]=[C:7]([CH2:9][CH:10]2[CH2:11][NH:12][CH2:13][CH2:14][NH:15]2)[CH:6]=[CH:5][CH:4]=1 |f:1.2,4.5|. Procedure: To a 50-mL round-bottomed flask was added 3-((6-methoxy-2-pyridinyl)methyl)-2,5-piperazinedione (423 mg, 1.80 mmol), borane methyl sulfide, complex (0.68 mL, 7.19 mmol, Aldrich, St. Louis, Mo.), and THF (6 mL). The reaction mixture was stirred at 70° C. for 2 h and allowed to cool to room temperature. The reaction mixture was diluted with MeOH (1 mL), followed by 1N NaOH (12 mL), and extracted with DCM (2×50 mL). The organic extracts were washed with saturated NaCl (10 mL) and dried over Na2SO4....